Dataset: the Open Reaction Database (ORD), a public repository of structured organic reaction records. Task: describe an organic reaction: reactants, conditions, products, and yield Starting materials: Cn1c(=O)c(C#N)c(N2CCNCC2)c2cc(Cl)ccc21, O, c1ccncc1, O=C(Cl)c1ccco1. The product is Cn1c(=O)c(C#N)c(N2CCN(C(=O)c3ccco3)CC2)c2cc(Cl)ccc21. Reaction SMILES: [Cl:9][c:10]1[cH:11][c:12]2[c:13]([N:24]3[CH2:25][CH2:26][NH:27][CH2:28][CH2:29]3)[c:14]([C:22]#[N:23])[c:15](=[O:21])[n:16]([CH3:20])[c:17]2[cH:18][cH:19]1.[OH2:30].[cH:31]1[cH:32][cH:33][n:34][cH:35][cH:36]1.[o:1]1[c:2]([C:6](=[O:7])[Cl:8])[cH:3][cH:4][cH:5]1>>[o:1]1[c:2]([C:6](=[O:7])[N:27]2[CH2:26][CH2:25][N:24]([c:13]3[c:12]4[cH:11][c:10]([Cl:9])[cH:19][cH:18][c:17]4[n:16]([CH3:20])[c:15](=[O:21])[c:14]3[C:22]#[N:23])[CH2:29][CH2:28]2)[cH:3][cH:4][cH:5]1. The reactants are CC1(C)OC(C(F)(F)F)Nc2ccc(Br)cc21, N#Cc1cc(F)cc(B(O)O)c1, COCCOC, [Na+], [Na+], O=C([O-])[O-], O, [Pd], c1ccc(P(c2ccccc2)c2ccccc2)cc1, c1ccc(P(c2ccccc2)c2ccccc2)cc1, c1ccc(P(c2ccccc2)c2ccccc2)cc1, c1ccc(P(c2ccccc2)c2ccccc2)cc1. The product is CC1(C)OC(C(F)(F)F)Nc2ccc(-c3cc(F)cc(C#N)c3)cc21. As a reaction SMILES: [Br:1][c:2]1[cH:3][cH:4][c:5]2[c:6]([cH:17]1)[C:7]([CH3:15])([CH3:16])[O:8][CH:9]([C:11]([F:12])([F:13])[F:14])[NH:10]2.[C:18](#[N:19])[c:20]1[cH:21][c:22]([B:27]([OH:28])[OH:29])[cH:23][c:24]([F:26])[cH:25]1.[CH3:36][O:37][CH2:38][CH2:39][O:40][CH3:41].[Na+:30].[Na+:31].[O-:32][C:33](=[O:34])[O-:35].[OH2:42].[Pd:43].[c:101]1([P:102]([c:103]2[cH:104][cH:105][cH:106][cH:107][cH:108]2)[c:109]2[cH:110][cH:111][cH:112][cH:113][cH:114]2)[cH:115][cH:116][cH:117][cH:118][cH:119]1.[c:44]1([P:45]([c:46]2[cH:47][cH:48][cH:49][cH:50][cH:51]2)[c:52]2[cH:53][cH:54][cH:55][cH:56][cH:57]2)[cH:58][cH:59][cH:60][cH:61][cH:62]1.[c:63]1([P:64]([c:65]2[cH:66][cH:67][cH:68][cH:69][cH:70]2)[c:71]2[cH:72][cH:73][cH:74][cH:75][cH:76]2)[cH:77][cH:78][cH:79][cH:80][cH:81]1.[c:82]1([P:83]([c:84]2[cH:85][cH:86][cH:87][cH:88][cH:89]2)[c:90]2[cH:91][cH:92][cH:93][cH:94][cH:95]2)[cH:96][cH:97][cH:98][cH:99][cH:100]1>>[c:2]1(-[c:22]2[cH:21][c:20]([C:18]#[N:19])[cH:25][c:24]([F:26])[cH:23]2)[cH:3][cH:4][c:5]2[c:6]([cH:17]1)[C:7]([CH3:15])([CH3:16])[O:8][CH:9]([C:11]([F:12])([F:13])[F:14])[NH:10]2. The reactants are FC1=C(C=O)C(=CC=C1)F (2,6-Difluorobenzaldehyde), FC1=C(C(=CC=C1)F)[C@@H]1[C@@H](C1)N (cis-2-(2,6-difluorophenyl)cyclopropylamine), [N-]=C=S (isothiocyanate), [N-]=C=S (isothiocyanate), NC1=NC=C(C=C1)C#N (2-amino-5-cyanopyridine). The product is FC1=C(C(=CC=C1)F)[C@@H]1[C@@H](C1)NC(=S)NC1=NC=C(C=C1)C#N ((+,-)-N-(cis-2-(2,6-Difluorophenyl) cyclopropyl)-N'-(5-cyanopyrid-2-yl)-thiourea). RXN SMILES: FC1C=CC=C(F)C=1C=O.[F:11][C:12]1[CH:17]=[CH:16][CH:15]=[C:14]([F:18])[C:13]=1[C@H:19]1[CH2:21][C@H:20]1[NH2:22].[N-:23]=[C:24]=[S:25].N[C:27]1[CH:32]=[CH:31][C:30]([C:33]#[N:34])=[CH:29][N:28]=1>>[F:11][C:12]1[CH:17]=[CH:16][CH:15]=[C:14]([F:18])[C:13]=1[C@H:19]1[CH2:21][C@H:20]1[NH:22][C:24]([NH:23][C:27]1[CH:32]=[CH:31][C:30]([C:33]#[N:34])=[CH:29][N:28]=1)=[S:25]. Reported procedure: 2,6-Difluorobenzaldehyde (Aldrich) was converted to cis-2-(2,6-difluorophenyl)cyclopropylamine according to Example 375 (patent application WO 93/03022) and then converted to an isothiocyanate according to Example 374 (patent application WO 93/03022). This isothiocyanate was reacted with the anion of 2-amino-5-cyanopyridine to give (+,-)-N-(cis-2-(2,6-Difluorophenyl) cyclopropyl)-N'-(5-cyanopyrid-2-yl)-thiourea. 6 mg of this compound was reacted with NBS as described in Example 4 and a final pur... Reactants: [BH4-], CCOC(=O)C1C2C1N(Cc1ccc(F)cc1)C(=O)CN2C(C)=O, CO, CCO, [Na+]. Yields the product CC(=O)N1CC(=O)N(Cc2ccc(F)cc2)C2C(CO)C21. As a reaction SMILES: [BH4-:25].[C:1]([CH3:2])(=[O:3])[N:4]1[CH2:5][C:6](=[O:24])[N:7]([CH2:16][c:17]2[cH:18][cH:19][c:20]([F:23])[cH:21][cH:22]2)[CH:8]2[CH:9]([C:11](=[O:12])[O:13][CH2:14][CH3:15])[CH:10]12.[CH3:27][OH:28].[CH3:29][CH2:30][OH:31].[Na+:26]>>[C:1]([CH3:2])(=[O:3])[N:4]1[CH2:5][C:6](=[O:24])[N:7]([CH2:16][c:17]2[cH:18][cH:19][c:20]([F:23])[cH:21][cH:22]2)[CH:8]2[CH:9]([CH2:11][OH:12])[CH:10]12. Starting materials: C[C@H]1N(CCN(C1)C)C1=CC(=NC=N1)N (6-[(2R)-2,4-dimethyl-1-piperazinyl]-4-pyrimidinamine), CN1CCOCC1 (4-Methylmorpholine), C1(CCCC1)C[C@@H](C(=O)N1N(CC[C@H]1C(=O)O)C(=O)OCC1=CC=CC=C1)CN(OCC1=CC=CC=C1)C=O ((3S)-2-[(2R)-3-cyclopentyl-2-({formyl[(phenylmethyl)oxy]amino}methyl)propanoyl]-1-{[(phenylmethyl)oxy]carbonyl}-3-pyrazolidinecarboxylic acid), COC1=NC(=NC(=N1)OC)[N+]1(CCOCC1)C (4-[4,6-bis(methyloxy)-1,3,5-triazin-2-yl]-4-methylmorpholin-4-ium). Solvent: C(C)#N (acetonitrile), C(Cl)Cl (DCM). Conditions: temperature 0 celsius, time 15 minute. Product: C1(CCCC1)C[C@@H](C(=O)N1N(CC[C@H]1C(=O)NC1=NC=NC(=C1)N1[C@@H](CN(CC1)C)C)C(=O)OCC1=CC=CC=C1)CN(OCC1=CC=CC=C1)C=O (phenylmethyl (3S)-2-[(2R)-3-cyclopentyl-2-({formyl[(phenylmethyl)oxy]amino}methyl)propanoyl]-3-[({6-[(2R)-2,4-dimethyl-1-piperazinyl]-4-pyrimidinyl}amino) carbonyl]-1-pyrazolidinecarboxylate). The yield is 17.6%. Reaction SMILES: CN1CCOCC1.[CH:8]1([CH2:13][C@H:14]([CH2:35][N:36]([CH:45]=[O:46])[O:37][CH2:38][C:39]2[CH:44]=[CH:43][CH:42]=[CH:41][CH:40]=2)[C:15]([N:17]2[C@H:21]([C:22](O)=[O:23])[CH2:20][CH2:19][N:18]2[C:25]([O:27][CH2:28][C:29]2[CH:34]=[CH:33][CH:32]=[CH:31][CH:30]=2)=[O:26])=[O:16])[CH2:12][CH2:11][CH2:10][CH2:9]1.COC1N=C(OC)N=C([N+]2(C)CCOCC2)N=1.[CH3:64][C@@H:65]1[CH2:70][N:69]([CH3:71])[CH2:68][CH2:67][N:66]1[C:72]1[N:77]=[CH:76][N:75]=[C:74]([NH2:78])[CH:73]=1>C(#N)C.C(Cl)Cl>[CH:8]1([CH2:13][C@H:14]([CH2:35][N:36]([CH:45]=[O:46])[O:37][CH2:38][C:39]2[CH:40]=[CH:41][CH:42]=[CH:43][CH:44]=2)[C:15]([N:17]2[C@H:21]([C:22]([NH:78][C:74]3[CH:73]=[C:72]([N:66]4[CH2:67][CH2:68][N:69]([CH3:71])[CH2:70][C@H:65]4[CH3:64])[N:77]=[CH:76][N:75]=3)=[O:23])[CH2:20][CH2:19][N:18]2[C:25]([O:27][CH2:28][C:29]2[CH:34]=[CH:33][CH:32]=[CH:31][CH:30]=2)=[O:26])=[O:16])[CH2:12][CH2:11][CH2:10][CH2:9]1. Procedure details: 4-Methylmorpholine (73.6 μl, 0.670 mmol) was added into the solution of (3S)-2-[(2R)-3-cyclopentyl-2-({formyl[(phenylmethyl)oxy]amino}methyl)propanoyl]-1-{[(phenylmethyl)oxy]carbonyl}-3-pyrazolidinecarboxylic acid (300 mg, 0.558 mmol) and 4-[4,6-bis(methyloxy)-1,3,5-triazin-2-yl]-4-methylmorpholin-4-ium (220 mg, 0.670 mmol) in acetonitrile (9.3 ml). The resulting solution was cooled to 0° C., and it was stirred at 0° C. for 15 min. To the reaction mixture was added 6-[(2R)-2,4-dimethyl-1-piperaz... Reactants: C1(=CC=CC=C1)C (toluene), [N+](=O)([O-])C1=CC=C(C(=O)O)C=C1 (4-nitrobenzoic acid). The reagents and catalysts are O.FC(C(S(=O)(=O)O)(F)F)F (tetrafluoroethanesulfonic acid hydrate). Solvent: C(C)O (ethanol). The product is [N+](=O)([O-])C1=CC=C(C(=O)OCC)C=C1 (ethyl 4-nitrobenzoate). Isolated yield 90.0%. As a reaction SMILES: [C:1]1(C)C=CC=C[CH:2]=1.[N+:8]([C:11]1[CH:19]=[CH:18][C:14]([C:15]([OH:17])=[O:16])=[CH:13][CH:12]=1)([O-:10])=[O:9]>O.FC(F)C(F)(F)S(O)(=O)=O.C(O)C>[N+:8]([C:11]1[CH:12]=[CH:13][C:14]([C:15]([O:17][CH2:1][CH3:2])=[O:16])=[CH:18][CH:19]=1)([O-:10])=[O:9] |f:2.3|. Procedure details: 700 g of toluene, 190 g of ethanol, 350 g of 4-nitrobenzoic acid and 7 g of tetrafluoroethanesulfonic acid hydrate are weighed into a 2-1 four-necked flask equipped as described in Example 1. The procedure described in Example 1 is then repeated. Using the work-up described in Example 1 gives 368 g of ethyl 4-nitrobenzoate and, after drying, 361 g of dry ethyl 4-nitrobenzoate, which corresponds to a yield of 88.3% of theory, in a purity of 98.9% by HPLC. Reactants: CCCC1(OC(C)=O)CCC2C3CCC4CC(=O)CC(C)C4(C)C3CCC21C, CC(C)(C)O[Al](OC(C)(C)C)OC(C)(C)C, [H-], [Li+]. The product is CCCC1(OC(C)=O)CCC2C3CCC4CC(O)CC(C)C4(C)C3CCC21C. RXN SMILES: [C:1]([CH3:2])(=[O:3])[O:4][C:5]1([CH2:26][CH2:27][CH3:28])[C:6]2([CH3:7])[CH:8]([CH2:9][CH2:10]1)[CH:11]1[CH2:12][CH2:13][CH:14]3[CH2:15][C:16](=[O:25])[CH2:17][CH:18]([CH3:24])[C:19]3([CH3:20])[CH:21]1[CH2:22][CH2:23]2.[C:30]([O:31][Al:32]([O:33][C:34]([CH3:35])([CH3:36])[CH3:37])[O:38][C:39]([CH3:40])([CH3:41])[CH3:42])([CH3:43])([CH3:44])[CH3:45].[H-:29].[Li+:46]>>[C:1]([CH3:2])(=[O:3])[O:4][C:5]1([CH2:26][CH2:27][CH3:28])[C:6]2([CH3:7])[CH:8]([CH2:9][CH2:10]1)[CH:11]1[CH2:12][CH2:13][CH:14]3[CH2:15][CH:16]([OH:25])[CH2:17][CH:18]([CH3:24])[C:19]3([CH3:20])[CH:21]1[CH2:22][CH2:23]2. The reactants are [BH3-]C#N, O=C([O-])O, CO, C[O-], CO, CC(=O)O, ClC(Cl)Cl, Cl, COc1cnc2ccc(=O)n(CCN3CCC(N)CC3)c2c1, [Na+], [Na+], [Na+], O, O=Cc1cnc2cccnc2c1. Product: COc1cnc2ccc(=O)n(CCN3CCC(NCc4cnc5cccnc5c4)CC3)c2c1. RXN SMILES: [C:41]([BH3-:42])#[N:43].[C:45](=[O:46])([O-:47])[OH:48].[CH3:36][OH:37].[CH3:38][O-:39].[CH3:50][OH:51].[CH3:57][C:58](=[O:59])[OH:60].[CH:53]([Cl:54])([Cl:55])[Cl:56].[ClH:1].[NH2:2][CH:3]1[CH2:4][CH2:5][N:6]([CH2:9][CH2:10][n:11]2[c:12](=[O:23])[cH:13][cH:14][c:15]3[n:16][cH:17][c:18]([O:21][CH3:22])[cH:19][c:20]23)[CH2:7][CH2:8]1.[Na+:40].[Na+:44].[Na+:49].[OH2:52].[n:24]1[cH:25][c:26]([CH:34]=[O:35])[cH:27][c:28]2[n:29][cH:30][cH:31][cH:32][c:33]12>>[NH:2]([CH:3]1[CH2:4][CH2:5][N:6]([CH2:9][CH2:10][n:11]2[c:12](=[O:23])[cH:13][cH:14][c:15]3[n:16][cH:17][c:18]([O:21][CH3:22])[cH:19][c:20]23)[CH2:7][CH2:8]1)[CH2:34][c:26]1[cH:25][n:24][c:33]2[c:28]([cH:27]1)[n:29][cH:30][cH:31][cH:32]2. Reactants: [BH4-], CO, C=CC1C(=O)CCC12CCN(C(=O)OC(C)(C)C)CC2, [Na+]. Product: C=CC1C(O)CCC12CCN(C(=O)OC(C)(C)C)CC2. Reaction SMILES: [BH4-:21].[CH3:23][OH:24].[CH:1](=[CH2:2])[CH:3]1[C:4](=[O:20])[CH2:5][CH2:6][C:7]12[CH2:8][CH2:9][N:10]([C:13](=[O:14])[O:15][C:16]([CH3:17])([CH3:18])[CH3:19])[CH2:11][CH2:12]2.[Na+:22]>>[CH:1](=[CH2:2])[CH:3]1[CH:4]([OH:20])[CH2:5][CH2:6][C:7]12[CH2:8][CH2:9][N:10]([C:13](=[O:14])[O:15][C:16]([CH3:17])([CH3:18])[CH3:19])[CH2:11][CH2:12]2.